Task: describe an organic reaction: reactants, conditions, products, and yield. Dataset: the Open Reaction Database (ORD), a public repository of structured organic reaction records Reactants: OC1CCNCC1 (4-Hydroxypiperidine), CC(C)([O-])C.[K+] (potassium tert-butoxide), ClC1=C(C=C(C=C1)F)Cl (1,2-dichloro-4-fluorobenzene). Run in C(C)(=O)OCC (ethyl acetate), C1CCOC1 (THF). The product is ClC=1C=C(OC2CCNCC2)C=CC1Cl (4-(3,4-dichlorophenoxy)piperidine). As a reaction SMILES: [OH:1][CH:2]1[CH2:7][CH2:6][NH:5][CH2:4][CH2:3]1.CC(C)([O-])C.[K+].[Cl:14][C:15]1[CH:20]=[CH:19][C:18](F)=[CH:17][C:16]=1[Cl:22]>C1COCC1.C(OCC)(=O)C>[Cl:14][C:15]1[CH:20]=[C:19]([CH:18]=[CH:17][C:16]=1[Cl:22])[O:1][CH:2]1[CH2:7][CH2:6][NH:5][CH2:4][CH2:3]1 |f:1.2|. Procedure details: 4-Hydroxypiperidine (50 g, 494 mmol) was added portionwise to a stirred suspension of potassium tert-butoxide (110.9 g, 990 mmol) in THF (900 ml) at room temperature and under nitrogen. The mixture was heated at reflux and 1,2-dichloro-4-fluorobenzene (98 g, 594 mmol) added dropwise over 30 minutes. The mixture was sired at reflux for another 1 hour then cooled down to room temperature, diluted with ethyl acetate (500 ml) and washed with water (500 ml). The organic phase was diluted further with... The reactants are B, CCCN(CCC1OC(=O)c2ccccc21)C1CCc2c(O)cccc2C1, C1CCOC1. Yields the product CCCN(CCC1OCc2ccccc21)C1CCc2c(O)cccc2C1. Reaction SMILES: [BH3:28].[CH2:1]([CH2:2][CH3:3])[N:4]([CH2:5][CH2:6][CH:7]1[O:8][C:9](=[O:16])[c:10]2[cH:11][cH:12][cH:13][cH:14][c:15]21)[CH:17]1[CH2:18][c:19]2[cH:20][cH:21][cH:22][c:23]([OH:27])[c:24]2[CH2:25][CH2:26]1.[CH2:29]1[O:30][CH2:31][CH2:32][CH2:33]1>>[CH2:1]([CH2:2][CH3:3])[N:4]([CH2:5][CH2:6][CH:7]1[O:8][CH2:9][c:10]2[cH:11][cH:12][cH:13][cH:14][c:15]21)[CH:17]1[CH2:18][c:19]2[cH:20][cH:21][cH:22][c:23]([OH:27])[c:24]2[CH2:25][CH2:26]1. Reactants: C(C)(=N)N (acetamidine), ClC=1C=C(C=CS(=O)(=O)Cl)C=CC1Cl (3,4-dichlorostyrylsulfonyl chloride). Yields the product ClC=1C=C(C=CS(=O)(=O)NC(C)=N)C=CC1Cl (N-[(3,4-DICHLOROSTYRYL)SULFONYL]ACETAMIDINE). As a reaction SMILES: [C:1]([NH2:4])(=[NH:3])[CH3:2].[Cl:5][C:6]1[CH:7]=[C:8]([CH:15]=[CH:16][C:17]=1[Cl:18])[CH:9]=[CH:10][S:11](Cl)(=[O:13])=[O:12]>>[Cl:5][C:6]1[CH:7]=[C:8]([CH:15]=[CH:16][C:17]=1[Cl:18])[CH:9]=[CH:10][S:11]([NH:3][C:1](=[NH:4])[CH3:2])(=[O:13])=[O:12]. Procedure: Reaction of acetamidine with 3,4-dichlorostyrylsulfonyl chloride according to the above procedure affords N-[(3,4-DICHLOROSTYRYL)SULFONYL]ACETAMIDINE, m.p. 197.5°-198.5° C. (corr.), crystallized from acetone-isopropanol. The reactants are CN(C(=O)NCc1cccc(F)c1Cl)C(CNC(=O)OCc1ccccc1)COC(=O)Nc1cc2ccccc2cn1, CC#N. Product: CN(C(=O)NCc1cccc(F)c1Cl)C(CN)COC(=O)Nc1cc2ccccc2cn1. Reaction SMILES: [CH2:1]([O:2][C:3](=[O:4])[NH:11][CH2:12][CH:13]([CH2:14][O:15][C:16]([NH:17][c:18]1[n:19][cH:20][c:21]2[cH:22][cH:23][cH:24][cH:25][c:26]2[cH:27]1)=[O:28])[N:29]([C:30](=[O:31])[NH:32][CH2:33][c:34]1[c:35]([Cl:41])[c:36]([F:40])[cH:37][cH:38][cH:39]1)[CH3:42])[c:5]1[cH:6][cH:7][cH:8][cH:9][cH:10]1.[CH3:43][C:44]#[N:45]>>[NH2:11][CH2:12][CH:13]([CH2:14][O:15][C:16]([NH:17][c:18]1[n:19][cH:20][c:21]2[cH:22][cH:23][cH:24][cH:25][c:26]2[cH:27]1)=[O:28])[N:29]([C:30](=[O:31])[NH:32][CH2:33][c:34]1[c:35]([Cl:41])[c:36]([F:40])[cH:37][cH:38][cH:39]1)[CH3:42]. Reactants: COC(=O)[C@H]1N(C[C@@H](C1)OS(=O)(=O)C1=CC=C(C=C1)C)C(=O)OC(C)(C)C ((2S,4R)-4-(toluene-4-sulfonyloxy)-pyrrolidine-1,2-dicarboxylic acid 1-tert-butyl ester 2-methyl ester), [OH-].[Na+] (NaOH), [O-]CC.[Na+] (Sodium ethoxide), BrC1=CC=C(C=C1)S (4-bromothiophenol). The solvent is CCO (EtOH), CCO (EtOH). Reaction conditions: time 48 hour. Product: CCOC(=O)[C@H]1N(C[C@H](C1)SC1=CC=C(C=C1)Br)C(=O)OC(C)(C)C ((2S,4S)-4-(4-Bromo-phenylsulfanyl)-pyrrolidine-1,2-dicarboxylic acid 1-tert-butyl ester 2-ethyl ester). Yield: 40.0%. As a reaction SMILES: [O-:1][CH2:2][CH3:3].[Na+].[Br:5][C:6]1[CH:11]=[CH:10][C:9]([SH:12])=[CH:8][CH:7]=1.C[O:14][C:15]([C@@H:17]1[CH2:21][C@@H:20](OS(C2C=CC(C)=CC=2)(=O)=O)[CH2:19][N:18]1[C:33]([O:35][C:36]([CH3:39])([CH3:38])[CH3:37])=[O:34])=O.[OH-].[Na+]>CCO>[CH3:3][CH2:2][O:1][C:15]([C@@H:17]1[CH2:21][C@H:20]([S:12][C:9]2[CH:10]=[CH:11][C:6]([Br:5])=[CH:7][CH:8]=2)[CH2:19][N:18]1[C:33]([O:35][C:36]([CH3:39])([CH3:38])[CH3:37])=[O:34])=[O:14] |f:0.1,4.5|. Reported procedure: Sodium ethoxide (112 mg, 1.65 mmol) was added slowly to a stirred solution of 4-bromothiophenol (302 mg, 1.65 mmol) in EtOH (6 ml) at room temperature under a nitrogen atmosphere. A solution of (2S,4R)-4-(toluene-4-sulfonyloxy)-pyrrolidine-1,2-dicarboxylic acid 1-tert-butyl ester 2-methyl ester (CAS Reg. No. 88043-21-4) (300 mg, 0.75 mmol) in 1 ml EtOH was added after 30 minutes and the solution was stirred for 48 h. The reaction mixture was poured into 0.5M NaOH (50 ml) and extracted with CH2Cl... Starting materials: COCCO, Clc1ncnc2ccsc12, NCc1ccccc1. Yields the product c1ccc(CNc2ncnc3ccsc23)cc1. RXN SMILES: [CH3:19][O:20][CH2:21][CH2:22][OH:23].[Cl:1][c:2]1[c:3]2[c:4]([n:5][cH:6][n:7]1)[cH:8][cH:9][s:10]2.[NH2:11][CH2:12][c:13]1[cH:14][cH:15][cH:16][cH:17][cH:18]1>>[c:2]1([NH:11][CH2:12][c:13]2[cH:14][cH:15][cH:16][cH:17][cH:18]2)[c:3]2[c:4]([n:5][cH:6][n:7]1)[cH:8][cH:9][s:10]2. Starting materials: CC#N, CN(C(=O)CN(C(=O)CNC(=O)Nc1cccc([N+](=O)[O-])c1)c1ccccc1)c1ccccc1, CCO, CC(C)OC(C)C, CC(C)OC(C)C, Cl. Product: CN(C(=O)CN(C(=O)CNC(=O)Nc1cccc(N)c1)c1ccccc1)c1ccccc1, Cl. Reaction SMILES: [C:46](#[N:47])[CH3:48].[CH3:1][N:2]([C:3]([CH2:4][N:5]([C:6]([CH2:7][NH:8][C:9](=[O:10])[NH:11][c:12]1[cH:13][c:14]([N+:18]([O-:19])=[O:20])[cH:15][cH:16][cH:17]1)=[O:21])[c:22]1[cH:23][cH:24][cH:25][cH:26][cH:27]1)=[O:28])[c:29]1[cH:30][cH:31][cH:32][cH:33][cH:34]1.[CH3:36][CH2:37][OH:38].[CH:39]([O:40][CH:41]([CH3:42])[CH3:43])([CH3:44])[CH3:45].[CH:49]([O:50][CH:51]([CH3:52])[CH3:53])([CH3:54])[CH3:55].[ClH:35]>>[CH3:1][N:2]([C:3]([CH2:4][N:5]([C:6]([CH2:7][NH:8][C:9](=[O:10])[NH:11][c:12]1[cH:13][c:14]([NH2:18])[cH:15][cH:16][cH:17]1)=[O:21])[c:22]1[cH:23][cH:24][cH:25][cH:26][cH:27]1)=[O:28])[c:29]1[cH:30][cH:31][cH:32][cH:33][cH:34]1.[ClH:35].